From a dataset of the Open Reaction Database (ORD), a public repository of structured organic reaction records. describe an organic reaction: reactants, conditions, products, and yield The reactants are C(=O)(O)[O-].[Na+] (NaHCO3), FC1=C(COC2=CC(N(C(=C2)C)C2=C(C=C(C(=O)OC)C=C2)F)=O)C=CC(=C1)F (methyl 4-[4-[(2,4-difluorobenzyl)oxy]-6-methyl-2-oxopyridin-1(2H)-yl]-3-fluorobenzoate), N-methyl-2-pyrrolidine, BrN1C(CCC1=O)=O (N-bromo succinimide). Solvent: N-methyl-2-pyrrolidine. Reaction conditions: time 1 hour. The product is BrC=1C(N(C(=CC1OCC1=C(C=C(C=C1)F)F)C)C1=C(C=C(C(=O)OC)C=C1)F)=O (methyl 4-[3-bromo-4-[(2,4-difluorobenzyl)oxy]-6-methyl 2-oxopyridin-1(2H)-yl]-3-fluorobenzoate). Isolated yield 58.7%. As a reaction SMILES: [F:1][C:2]1[CH:28]=[C:27]([F:29])[CH:26]=[CH:25][C:3]=1[CH2:4][O:5][C:6]1[CH:11]=[C:10]([CH3:12])[N:9]([C:13]2[CH:22]=[CH:21][C:16]([C:17]([O:19][CH3:20])=[O:18])=[CH:15][C:14]=2[F:23])[C:8](=[O:24])[CH:7]=1.[Br:30]N1C(=O)CCC1=O.C([O-])(O)=O.[Na+]>>[Br:30][C:7]1[C:8](=[O:24])[N:9]([C:13]2[CH:22]=[CH:21][C:16]([C:17]([O:19][CH3:20])=[O:18])=[CH:15][C:14]=2[F:23])[C:10]([CH3:12])=[CH:11][C:6]=1[O:5][CH2:4][C:3]1[CH:25]=[CH:26][C:27]([F:29])=[CH:28][C:2]=1[F:1] |f:2.3|. Procedure details: A 100 mL round bottomed flask equipped with stirbar and nitrogen inlet was charged with the product of Step 4 (2.15 g, 5.3 mmol) and N-methyl-2-pyrrolidine (15 mL). After cooling to 0 C, a solution of N-bromo succinimide (1.03 g, 5.8 mmol) in 10 mL of N-methyl-2-pyrrolidine was added over 15 minutes. After 15 additional minutes, the reaction mixture was warmed to room temperature and was stirred for 1 hour. The mixture was then poured into saturated aqueous NaHCO3 and extracted with ethyl acetat... The reactants are ClC=1C=C(C(=NC1)F)F (5-chloro-2,3-difluoropyridine), OC1=CC=C(O[C@@H](C(=O)O)C)C=C1 ((R)-2-(p-hydroxyphenoxy)-propionic acid), C(=O)=O (CO2), C([O-])([O-])=O.[K+].[K+] (potassium carbonate), [K] (potassium), C([O-])([O-])=O.[K+].[K+] (potassium carbonate), C(C#C)Cl (propargyl chloride). Solvent: CN(C)C=O (DMF), C1(=CC=CC=C1)C (toluene). Reaction conditions: time 4 hour. Yields the product C(#CC)OC([C@@H](C)OC1=CC=C(C=C1)OC1=NC=C(C=C1F)Cl)=O ((R)(+)-2-[4-(5-chloro-3-fluoropyridin-2-yloxy)-phenoxy]-propionic acid propinyl ester). Isolated yield 85.0%. RXN SMILES: [OH:1][C:2]1[CH:13]=[CH:12][C:5]([O:6][C@H:7]([CH3:11])[C:8]([OH:10])=[O:9])=[CH:4][CH:3]=1.[K].C(=O)([O-])[O-].[K+].[K+].C(=O)=O.[Cl:24][C:25]1[CH:26]=[C:27]([F:32])[C:28](F)=[N:29][CH:30]=1.[CH2:33](Cl)[C:34]#[CH:35]>CN(C=O)C.C1(C)C=CC=CC=1>[C:33]([O:9][C:8](=[O:10])[C@H:7]([O:6][C:5]1[CH:4]=[CH:3][C:2]([O:1][C:28]2[C:27]([F:32])=[CH:26][C:25]([Cl:24])=[CH:30][N:29]=2)=[CH:13][CH:12]=1)[CH3:11])#[C:34][CH3:35] |f:2.3.4,^1:13|. Reported procedure: 182 g of (R)-2-(p-hydroxyphenoxy)-propionic acid 100% (1 mol) in 600 g of DMF are converted into the corresponding potassium salt by adding 69 g of potassium carbonate powder (0.5 mols) at 70° C. whilst cleaving the CO2. To this solution are added 193 g of potassium carbonate powder (1.4 mols) and then, at a temperature of 70-75° C., 165 g of 5-chloro-2,3-difluoropyridine (1.1 mols) are added over the course of 30 minutes. After 4 hours, the compound of formula V thus obtained is reacted totally... The reactants are C1(=CC=CC=C1)C1=NNC(C1)=O (3-Phenyl-4,5-dihydro-1H-pyrazol-5-one), [H-].[Na+] (sodium hydride), ClC1=NC=NC2=CC(=C(C=C12)OC)OC (4-chloro-6,7-dimethoxyquinazoline). The solvent is [Cl-].[NH4+] (ammonium chloride), CN(C)C=O (DMF). Run at temperature 60 celsius. Product: COC=1C=C2C(=NC=NC2=CC1OC)OC1=NNC(=C1)C1=CC=CC=C1 (6,7-dimethoxy-4-(5-phenylpyrazol-3-yloxy)quinazoline). Yield: 83.2%. As a reaction SMILES: [C:1]1([C:7]2[CH2:11][C:10](=[O:12])[NH:9][N:8]=2)[CH:6]=[CH:5][CH:4]=[CH:3][CH:2]=1.[H-].[Na+].Cl[C:16]1[C:25]2[C:20](=[CH:21][C:22]([O:28][CH3:29])=[C:23]([O:26][CH3:27])[CH:24]=2)[N:19]=[CH:18][N:17]=1>CN(C=O)C.[Cl-].[NH4+]>[CH3:27][O:26][C:23]1[CH:24]=[C:25]2[C:20](=[CH:21][C:22]=1[O:28][CH3:29])[N:19]=[CH:18][N:17]=[C:16]2[O:12][C:10]1[CH:11]=[C:7]([C:1]2[CH:2]=[CH:3][CH:4]=[CH:5][CH:6]=2)[NH:8][N:9]=1 |f:1.2,5.6|. Procedure details: 3-Phenyl-4,5-dihydro-1H-pyrazol-5-one (160 mg, 1 mmol), (J. Org. Chem., 1967, 32, 3321-3324), was added in portions over 10 minutes to a suspension of sodium hydride (40 mg, 1 mmol, prewashed with THF) in DMF (3 ml) under nitrogen. After stirring for 20 minutes at ambient temperature 4-chloro-6,7-dimethoxyquinazoline (112 mg, 0.5 mmol) was added and the mixture was heated for 20 minutes at 60° C. After cooling, the mixture was diluted with saturated aqueous ammonium chloride solution and partiti...